From a dataset of the Open Reaction Database (ORD), a public repository of structured organic reaction records. describe an organic reaction: reactants, conditions, products, and yield Reaction SMILES: [Br:12][c:13]1[c:14]([CH:21]2[O:22][CH2:23][CH2:24][O:25]2)[c:15]([F:20])[c:16]([OH:19])[cH:17][cH:18]1.[C:26](=[O:27])([O-:28])[O-:29].[CH3:32][N:33]([CH3:34])[CH:35]=[O:36].[Cl:1][c:2]1[n:3][c:4]([O:10][CH3:11])[c:5]([C:6]#[N:7])[cH:8][cH:9]1.[K+:30].[K+:31].[OH2:37]>>[c:2]1([O:19][c:16]2[c:15]([F:20])[c:14]([CH:21]3[O:22][CH2:23][CH2:24][O:25]3)[c:13]([Br:12])[cH:18][cH:17]2)[n:3][c:4]([O:10][CH3:11])[c:5]([C:6]#[N:7])[cH:8][cH:9]1. Starting materials: Oc1ccc(Br)c(C2OCCO2)c1F, O=C([O-])[O-], CN(C)C=O, COc1nc(Cl)ccc1C#N, [K+], [K+], O. The product is COc1nc(Oc2ccc(Br)c(C3OCCO3)c2F)ccc1C#N. Starting materials: C(C=C)[C@H](CCC(=O)OC)CCCCOCC1=CC=CC=C1 (methyl (S)-4-allyl-8-(benzyloxy)-octanoate), C1(=CC=CC=C1)C (toluene), I(=O)(=O)(=O)[O-].[Na+] (Sodium periodate). Reagents/catalysts: [Os](=O)(=O)(=O)=O (osmium tetroxide). Solvent: O1CCCC1 (tetrahydrofuran), O (water). Run at time 1 hour. Yields the product C(C1=CC=CC=C1)OCCCC[C@@H](CCC(=O)OC)CC=O (methyl (S)-8-(benzyloxy)-4-(formylmethyl)octanoate). Reaction SMILES: [CH2:1]([C@@H:4]([CH2:11][CH2:12][CH2:13][CH2:14][O:15][CH2:16][C:17]1[CH:22]=[CH:21][CH:20]=[CH:19][CH:18]=1)[CH2:5][CH2:6][C:7]([O:9][CH3:10])=[O:8])[CH:2]=C.C1(C)C=CC=CC=1.I([O-])(=O)(=O)=[O:31].[Na+]>O1CCCC1.O.[Os](=O)(=O)(=O)=O>[CH2:16]([O:15][CH2:14][CH2:13][CH2:12][CH2:11][C@H:4]([CH2:1][CH:2]=[O:31])[CH2:5][CH2:6][C:7]([O:9][CH3:10])=[O:8])[C:17]1[CH:22]=[CH:21][CH:20]=[CH:19][CH:18]=1 |f:2.3|. Procedure details: To a solution of methyl (S)-4-allyl-8-(benzyloxy)-octanoate (2.37 g, 7.8 mmol) in tetrahydrofuran (70 ml) and water (24 ml) is added a solution of 10 mg/ml of osmium tetroxide in toluene (9.4 ml, 0.37 mmol). Sodium periodate (3.57 g, 16.7 mmol) is added in small portions over a period of 0.5 hour. The mixture is allowed to stir for 1 hour and then poured on water and extracted with ether (3×30 ml). The combined organic extracts are dried, filtered and evaporated to give crude methyl (S)-8-(benzy... Starting materials: ClC=1C=C(C(C)(C)NC(N(C2=CC=CC=C2)O)=O)C=CC1 (3-(m-chloro-α,α-dimethylbenzyl)-1-hydroxy-1-phenylurea), C[O-].[Na+] (sodium methoxide), CI (methyl iodide). Run in CO (methanol). Product: ClC=1C=C(C(C)(C)NC(N(C2=CC=CC=C2)OC)=O)C=CC1 (3-(m-Chloro-α,α-dimethylbenzyl)-1-methoxy-1-phenylurea). Yield: 83.3%. Reaction SMILES: [Cl:1][C:2]1[CH:3]=[C:4]([CH:19]=[CH:20][CH:21]=1)[C:5]([NH:8][C:9](=[O:18])[N:10]([OH:17])[C:11]1[CH:16]=[CH:15][CH:14]=[CH:13][CH:12]=1)([CH3:7])[CH3:6].[CH3:22][O-].[Na+].CI>CO>[Cl:1][C:2]1[CH:3]=[C:4]([CH:19]=[CH:20][CH:21]=1)[C:5]([NH:8][C:9](=[O:18])[N:10]([O:17][CH3:22])[C:11]1[CH:16]=[CH:15][CH:14]=[CH:13][CH:12]=1)([CH3:7])[CH3:6] |f:1.2|. Procedure details: A solution of 2.2 g of N-phenylhydroxylamine in 10 ml of benzene was added to a solution of 0.02 mole of m-chloro-α,α-dimethylbenzyl isocyanate (prepared from the corresponding cyanide in the same way as in Synthesis Example 1) in 10 ml of benzene. The mixture was stirred well and allowed to stand overnight. The precipitated crystals were filtered off and washed with n-hexane to yield 5.7 g of 3-(m-chloro-α,α-dimethylbenzyl)-1-hydroxy-1-phenylurea. To 3.1 g of the urea was added a solution of 55... Reactants: ClC1=C(C=CC=C1)N1C(N(C2=NC(=NC=C2C1)SC)C1=CC=CC=C1)=O (3-(2-chlorophenyl)-7-methylthio-1-phenyl-3,4-dihydropyrimido[4,5-d]pyrimidin-2(1H)-one), OOS(=O)[O-].[K+] (Oxone), O1CCCC1 (tetrahydrofuran). Run in O (water), C(C)(=O)OCC (ethyl acetate). Conditions: time 5 hour. The product is ClC1=C(C=CC=C1)N1C(N(C2=NC(=NC=C2C1)S(=O)(=O)C)C1=CC=CC=C1)=O (3-(2-chlorophenyl)-7-methanesulfonyl-1-phenyl-3,4-dihydropyrimido[4,5-d]pyrimidin-2(1H)-one). RXN SMILES: [Cl:1][C:2]1[CH:7]=[CH:6][CH:5]=[CH:4][C:3]=1[N:8]1[CH2:17][C:16]2[C:11](=[N:12][C:13](SC)=[N:14][CH:15]=2)[N:10]([C:20]2[CH:25]=[CH:24][CH:23]=[CH:22][CH:21]=2)[C:9]1=[O:26].O[O:28][S:29]([O-:31])=O.[K+].O1CCC[CH2:34]1>O.C(OCC)(=O)C>[Cl:1][C:2]1[CH:7]=[CH:6][CH:5]=[CH:4][C:3]=1[N:8]1[CH2:17][C:16]2[C:11](=[N:12][C:13]([S:29]([CH3:34])(=[O:31])=[O:28])=[N:14][CH:15]=2)[N:10]([C:20]2[CH:25]=[CH:24][CH:23]=[CH:22][CH:21]=2)[C:9]1=[O:26] |f:1.2|. Reported procedure: To 3-(2-chlorophenyl)-7-methylthio-1-phenyl-3,4-dihydropyrimido[4,5-d]pyrimidin-2(1H)-one (2 g) in 20 mL of tetrahydrofuran at 0° C. was added a solution of 8.1 g of Oxone® in 24 mL of water. The mixture was stirred for 5 hours at room temperature, diluted with ethyl acetate, washed with brine, dried over sodium sulfate, filtered, and evaporated to give 2 g of 3-(2-chlorophenyl)-7-methanesulfonyl-1-phenyl-3,4-dihydropyrimido[4,5-d]pyrimidin-2(1H)-one, m.p. 185.8-186.3° C. The reactants are BrC=1C=C2CCNC(C2=CC1)=O (6-bromo-3,4-dihydroisoquinolin-1(2H)-one), IC1=NC=CC=C1 (2-iodopyridine), CN[C@H]1[C@@H](CCCC1)NC (trans-N,N′-dimethylcyclohexane-1,2-diamine), P(=O)([O-])([O-])[O-].[K+].[K+].[K+] (tripotassium phosphate). Run in O1CCOCC1 (1,4-dioxane), C(C)(=O)OCC (Ethyl acetate). Reaction conditions: temperature 100 celsius, time 2 hour. The product is IC=1C=C2CCN(C(C2=CC1)=O)C1=NC=CC=C1 (6-iodo-2-pyridin-2-yl-3,4-dihydroisoquinolin-1(2H)-one). RXN SMILES: Br[C:2]1[CH:3]=[C:4]2[C:9](=[CH:10][CH:11]=1)[C:8](=[O:12])[NH:7][CH2:6][CH2:5]2.[I:13]C1C=CC=CN=1.CN[C@@H]1C[CH2:26][CH2:25][CH2:24][C@H:23]1[NH:28][CH3:29].P([O-])([O-])([O-])=O.[K+].[K+].[K+]>C(OCC)(=O)C.O1CCOCC1>[I:13][C:2]1[CH:3]=[C:4]2[C:9](=[CH:10][CH:11]=1)[C:8](=[O:12])[N:7]([C:23]1[CH:24]=[CH:25][CH:26]=[CH:29][N:28]=1)[CH2:6][CH2:5]2 |f:3.4.5.6|. Reported procedure: 5 mL of 1,4-dioxane was added to 552 mg of 6-bromo-3,4-dihydroisoquinolin-1(2H)-one, 0.521 mL of 2-iodopyridine, 0.077 mL of trans-N,N′-dimethylcyclohexane-1,2-diamine and 622 mg of tripotassium phosphate, and stirred at 100° C. for 2 hours. Ethyl acetate was added to the reaction liquid, washed with aqueous saturated ammonia solution and saturated saline water, and dried with anhydrous magnesium sulfate. The solvent was evaporated away, and the residue was purified through silica gel column chr... Starting materials: CCOC(C)OC(C)(C)C(F)(F)CCC(CO)C1CCC2C3CC=C4CC(OC5CCCCO5)CC(OC5CCCCO5)C4(C)C3CCC12C, Cc1ccc(S(=O)(=O)Cl)cc1, c1ccncc1. Product: CCOC(C)OC(C)(C)C(F)(F)CCC(COS(=O)(=O)c1ccc(C)cc1)C1CCC2C3CC=C4CC(OC5CCCCO5)CC(OC5CCCCO5)C4(C)C3CCC12C. As a reaction SMILES: [O:1]1[CH:2]([O:7][CH:8]2[CH2:9][CH:10]([O:44][CH:45]3[O:46][CH2:47][CH2:48][CH2:49][CH2:50]3)[CH2:11][C:12]3=[CH:13][CH2:14][CH:15]4[CH:16]5[CH2:17][CH2:18][CH:19]([CH:20]([CH2:21][CH2:22][C:23]([C:24]([CH3:25])([CH3:26])[O:27][CH:28]([CH3:29])[O:30][CH2:31][CH3:32])([F:33])[F:34])[CH2:35][OH:36])[C:37]5([CH3:43])[CH2:38][CH2:39][CH:40]4[C:41]23[CH3:42])[CH2:3][CH2:4][CH2:5][CH2:6]1.[c:51]1([CH3:61])[cH:52][cH:53][c:54]([S:57](=[O:58])(=[O:59])[Cl:60])[cH:55][cH:56]1.[cH:62]1[cH:63][cH:64][n:65][cH:66][cH:67]1>>[O:1]1[CH:2]([O:7][CH:8]2[CH2:9][CH:10]([O:44][CH:45]3[O:46][CH2:47][CH2:48][CH2:49][CH2:50]3)[CH2:11][C:12]3=[CH:13][CH2:14][CH:15]4[CH:16]5[CH2:17][CH2:18][CH:19]([CH:20]([CH2:21][CH2:22][C:23]([C:24]([CH3:25])([CH3:26])[O:27][CH:28]([CH3:29])[O:30][CH2:31][CH3:32])([F:33])[F:34])[CH2:35][O:36][S:57]([c:54]6[cH:53][cH:52][c:51]([CH3:61])[cH:56][cH:55]6)(=[O:58])=[O:59])[C:37]5([CH3:43])[CH2:38][CH2:39][CH:40]4[C:41]23[CH3:42])[CH2:3][CH2:4][CH2:5][CH2:6]1. The reactants are ClC1=C(C2=C(C=C(O2)C(=O)OC)C=C1S(N(C)C)(=O)=O)Cl (methyl 6,7-dichloro-5-(N,N-dimethylsulfamoyl)-2-benzofurancarboxylate), N-NaOH, N-NaOH. The solvent is O (water), C(C)#N (acetonitrile). Run at time 6 hour. Yields the product ClC1=C(C2=C(C=C(O2)C(=O)O)C=C1S(N(C)C)(=O)=O)Cl (6,7-dichloro-5-(N,N-dimethylsulfamoyl)-2-benzofurancarboxylic acid). The yield is 81.9%. RXN SMILES: [Cl:1][C:2]1[C:14]([S:15](=[O:20])(=[O:19])[N:16]([CH3:18])[CH3:17])=[CH:13][C:5]2[CH:6]=[C:7]([C:9]([O:11]C)=[O:10])[O:8][C:4]=2[C:3]=1[Cl:21]>C(#N)C.O>[Cl:1][C:2]1[C:14]([S:15](=[O:19])(=[O:20])[N:16]([CH3:17])[CH3:18])=[CH:13][C:5]2[CH:6]=[C:7]([C:9]([OH:11])=[O:10])[O:8][C:4]=2[C:3]=1[Cl:21]. Procedure: To a hot solution of 582 mg (1.653 mmol) of methyl ester obtained in Example 1 in 15 ml of acetonitrile is added 1.7 ml (1.7 mmol) of aqueous N-NaOH solution and the mixture is stirred for 6 hours. Another 1.7 ml (1.7 mmol) of aqueous N-NaOH solution is added thereto and the reaction mixture is further stirred at room temperature for 24 hours. The precipitated crystals are collected by filtration and washed with a small amount of acetonitrile. The filtrates and washings are gathered and evaporat... Starting materials: NCc1ccccc1, C1CCOC1, Cc1ccc(S(=O)(=O)OCC(C)(O)COc2cccc(-c3noc4ccsc34)c2)cc1. Yields the product CC(O)(CNCc1ccccc1)COc1cccc(-c2noc3ccsc23)c1. Reaction SMILES: [NH2:32][CH2:33][c:34]1[cH:35][cH:36][cH:37][cH:38][cH:39]1.[O:40]1[CH2:41][CH2:42][CH2:43][CH2:44]1.[OH:1][C:2]([CH2:3][O:4][S:5]([c:6]1[cH:7][cH:8][c:9]([CH3:10])[cH:11][cH:12]1)(=[O:13])=[O:14])([CH2:15][O:16][c:17]1[cH:18][c:19](-[c:23]2[n:24][o:25][c:26]3[c:27]2[s:28][cH:29][cH:30]3)[cH:20][cH:21][cH:22]1)[CH3:31]>>[OH:1][C:2]([CH2:3][NH:32][CH2:33][c:34]1[cH:35][cH:36][cH:37][cH:38][cH:39]1)([CH2:15][O:16][c:17]1[cH:18][c:19](-[c:23]2[n:24][o:25][c:26]3[c:27]2[s:28][cH:29][cH:30]3)[cH:20][cH:21][cH:22]1)[CH3:31].